This data is from the Open Reaction Database (ORD), a public repository of structured organic reaction records. The task is: describe an organic reaction: reactants, conditions, products, and yield Reactants: C1(CC1)C(COCC1OC(OC1)(C)C)O (1-cyclopropyl-2-((2,2-dimethyl-1,3-dioxolan-4-yl)methoxy)ethanol), Cl (HCl). Solvent: CO (MeOH). Run at time 3 hour. The product is C1(CC1)C(COCC(CO)O)O (3-(2-Cyclopropyl-2-hydroxyethoxy)propane-1,2-diol). The yield is 98.1%. RXN SMILES: [CH:1]1([CH:4]([OH:15])[CH2:5][O:6][CH2:7][CH:8]2[CH2:12][O:11]C(C)(C)[O:9]2)[CH2:3][CH2:2]1.Cl>CO>[CH:1]1([CH:4]([OH:15])[CH2:5][O:6][CH2:7][CH:8]([OH:9])[CH2:12][OH:11])[CH2:2][CH2:3]1. Procedure: Dissolve 1-cyclopropyl-2-((2,2-dimethyl-1,3-dioxolan-4-yl)methoxy)ethanol (1.1 g, 5.09 mmol) in MeOH (20 mL) and add HCl (1 M in Et2O; 18 mL, 18 mmol). Stir at ambient temperature for 3 hours. Concentrate under reduced pressure to provide the title product (880 mg, 98.2%) as a colorless oil. MS (m/z): 199 (M+23). Reactants: ClC1=NC=CC(=N1)C=1C=C(C=CC1)S(=O)(=O)N1[C@H](CN(CC1)C(=O)OC(C)(C)C)C ((3S)-tert-butyl 4-(3-(2-chloropyrimidin-4-yl)phenylsulfonyl)-3-methylpiperazine-1-carboxylate), NCCC1=CC=C(C=C1)O (tyramine), 454. As a reaction SMILES: Cl[C:2]1[N:7]=[C:6]([C:8]2[CH:9]=[C:10]([S:14]([N:17]3[CH2:22][CH2:21][N:20](C(OC(C)(C)C)=O)[CH2:19][C@@H:18]3[CH3:30])(=[O:16])=[O:15])[CH:11]=[CH:12][CH:13]=2)[CH:5]=[CH:4][N:3]=1.[NH2:31][CH2:32][CH2:33][C:34]1[CH:39]=[CH:38][C:37]([OH:40])=[CH:36][CH:35]=1>>[CH3:30][C@H:18]1[CH2:19][NH:20][CH2:21][CH2:22][N:17]1[S:14]([C:10]1[CH:9]=[C:8]([C:6]2[CH:5]=[CH:4][N:3]=[C:2]([NH:31][CH2:32][CH2:33][C:34]3[CH:39]=[CH:38][C:37]([OH:40])=[CH:36][CH:35]=3)[N:7]=2)[CH:13]=[CH:12][CH:11]=1)(=[O:15])=[O:16]. Procedure: Intermediate 153 from above was coupled with tyramine following procedure F. The product was deprotected by procedure G2. LC-MS showed the product had the expected M+H+ of 454. 1H NMR (Varian 300 MHz, MeOD-d6, shifts relative to the solvent peak at 3.31 ppm) δ 8.6 (d, 1H) 8.5 (d, 1H) 8.3 (d, 1H), 8.1 (d, 1H), 7.8 (t, 1H), 7.6 (d, 1H), 7.1 (d, 2H), 6.6 (d, 2H), 3.9-3.8 (m, 3H), 3.4-3.3 (m, 2H), 3.2-3.1 (m, 3H), 3.0-2.9 (m, 3H), 1.2 (d, 3H). The product is C[C@@H]1N(CCNC1)S(=O)(=O)C=1C=C(C=CC1)C1=NC(=NC=C1)NCCC1=CC=C(C=C1)O (4-(2-(4-(3-((S)-2-methylpiperazin-1-ylsulfonyl)phenyl)pyrimidin-2-ylamino)ethyl)phenol). Reactants: BrC=1C(C2=CC(=CC=C2C1C1=CC(=CC(=C1)F)F)O)=O (2-Bromo-3-(3,5-difluorophenyl)-6-hydroxy-1H-inden-1-one), BrC=1C(C2=CC(=CC=C2C1C1=CC=CC=C1)O)=O (2-bromo-6-hydroxy-3-phenyl-1H-inden-1-one), OCCN1CCN(CC1)C(=O)OC(C)(C)C (t-butyl 4-(2-hydroxyethyl)piperazine-1-carboxylate). Reaction conditions: time 4 day. Product: BrC=1C(C2=CC(=CC=C2C1C1=CC(=CC(=C1)F)F)OCCN1CCN(CC1)C(=O)OC(C)(C)C)=O (t-Butyl 4-(2-(2-bromo-3-(3,5-difluorophenyl)-1-oxo-1H-inden-6-yl oxy)ethyl)piperazine-1-carboxylate). RXN SMILES: [Br:1][C:2]1[C:3](=[O:20])[C:4]2[C:9]([C:10]=1[C:11]1[CH:16]=[C:15]([F:17])[CH:14]=[C:13]([F:18])[CH:12]=1)=[CH:8][CH:7]=[C:6]([OH:19])[CH:5]=2.BrC1C(=O)C2C(C=1C1C=CC=CC=1)=CC=C(O)C=2.O[CH2:40][CH2:41][N:42]1[CH2:47][CH2:46][N:45]([C:48]([O:50][C:51]([CH3:54])([CH3:53])[CH3:52])=[O:49])[CH2:44][CH2:43]1>>[Br:1][C:2]1[C:3](=[O:20])[C:4]2[C:9]([C:10]=1[C:11]1[CH:12]=[C:13]([F:18])[CH:14]=[C:15]([F:17])[CH:16]=1)=[CH:8][CH:7]=[C:6]([O:19][CH2:40][CH2:41][N:42]1[CH2:47][CH2:46][N:45]([C:48]([O:50][C:51]([CH3:52])([CH3:54])[CH3:53])=[O:49])[CH2:44][CH2:43]1)[CH:5]=2. Procedure: The procedure of Step 6 of Example 1 was repeated except for using 2-bromo-3-(3,5-difluorophenyl)-6-hydroxy-1H-inden-1-one obtained in Step 5 of Example 36 as a starting material instead of 2-bromo-6-hydroxy-3-phenyl-1H-inden-1-one, t-butyl 4-(2-hydroxyethyl)piperazine-1-carboxylate instead of 4-(2-hydroxyethyl)morpholine, being stirred for 4 d, and being purified by silica gel column chromatography (EtOAc/hexanes=1:4) to obtain the title compound. Starting materials: C=1C=CC(=CC1)[C@H]2C=3C=CC=CC3CCN2C(=O)O[C@H]4CN5CCC4CC5 (Solifenacin), C1(=CC=CC=C1)[C@@H]1NCCC2=CC=CC=C12 ((1S)-1-phenyl-1,2,3,4-tetrahydroisoquinoline), ( III ), ClC(=O)OCC (ethyl chloroformate). Product: C1(=CC=CC=C1)[C@@H]1N(CCC2=CC=CC=C12)C(=O)OCC ((1S)-ethyl 1-phenyl-1,2,3,4-tetrahydro-2-isoquinolinecarboxylate), ( IV ). As a reaction SMILES: [CH:1]1[CH:2]=[CH:3][C:4]([C@@H:7]2[N:16]([C:17]([O:19][C@@H:20]3C4CCN(CC4)[CH2:21]3)=[O:18])[CH2:15][CH2:14][C:13]3[CH:12]=[CH:11][CH:10]=[CH:9][C:8]2=3)=[CH:5][CH:6]=1.C1([C@H]2C3C(=CC=CC=3)CCN2)C=CC=CC=1.ClC(OCC)=O>>[C:4]1([C@H:7]2[C:8]3[C:13](=[CH:12][CH:11]=[CH:10][CH:9]=3)[CH2:14][CH2:15][N:16]2[C:17]([O:19][CH2:20][CH3:21])=[O:18])[CH:3]=[CH:2][CH:1]=[CH:6][CH:5]=1. Reported procedure: According to the process disclosed in U.S. Pat. No. 6,017,927, Solifenacin may be prepared by condensation of (1S)-1-phenyl-1,2,3,4-tetrahydroisoquinoline of formula (III) with ethyl chloroformate to produce (1S)-ethyl 1-phenyl-1,2,3,4-tetrahydro-2-isoquinolinecarboxylate of formula (IV), which is further reacted with (R)-(−)-3-quinuclidinol of formula (V) to produce Solifenacin (II). Solifenacin is converted to Solifenacin hydrochloride by treating with HCl. Reactants: C[Si](C)(C)[N-][Si](C)(C)C, COc1ccc(C(=O)Oc2ccc([N+](=O)[O-])cc2)c2sc(N3CCN(C(=O)OC(C)(C)C)CC3)nc12, Cn1ncc(C#N)c1N, [Na+], C1CCOC1. Yields the product COc1ccc(C(=O)Nc2c(C#N)cnn2C)c2sc(N3CCN(C(=O)OC(C)(C)C)CC3)nc12. RXN SMILES: [CH3:46][Si:47]([CH3:48])([CH3:49])[N-:50][Si:51]([CH3:52])([CH3:53])[CH3:54].[N+:10]([c:11]1[cH:12][cH:13][c:14]([O:19][C:20](=[O:15])[c:22]2[cH:23][cH:24][c:25]([O:44][CH3:45])[c:26]3[n:27][c:28]([N:31]4[CH2:32][CH2:33][N:34]([C:37](=[O:38])[O:39][C:40]([CH3:41])([CH3:42])[CH3:43])[CH2:35][CH2:36]4)[s:29][c:30]23)[cH:16][cH:17]1)([O-:18])=[O:21].[NH2:1][c:2]1[c:3]([C:8]#[N:9])[cH:4][n:5][n:6]1[CH3:7].[Na+:55].[O:56]1[CH2:57][CH2:58][CH2:59][CH2:60]1>>[NH:1]([c:2]1[c:3]([C:8]#[N:9])[cH:4][n:5][n:6]1[CH3:7])[C:20](=[O:19])[c:22]1[cH:23][cH:24][c:25]([O:44][CH3:45])[c:26]2[n:27][c:28]([N:31]3[CH2:32][CH2:33][N:34]([C:37](=[O:38])[O:39][C:40]([CH3:41])([CH3:42])[CH3:43])[CH2:35][CH2:36]3)[s:29][c:30]12. Starting materials: C1(=CC=CC=C1)C(N1CCC(CC1)C(=O)N)C1=CC=CC=C1 (1-diphenylmethylpiperidine-4-carboxamide). Solvent: O=P(Cl)(Cl)Cl (POCl3). Yields the product C(#N)C1CCN(CC1)C(C1=CC=CC=C1)C1=CC=CC=C1 (4-cyano-1-diphenylmethylpiperidine). Reaction SMILES: [C:1]1([CH:7]([C:17]2[CH:22]=[CH:21][CH:20]=[CH:19][CH:18]=2)[N:8]2[CH2:13][CH2:12][CH:11]([C:14]([NH2:16])=O)[CH2:10][CH2:9]2)[CH:6]=[CH:5][CH:4]=[CH:3][CH:2]=1>O=P(Cl)(Cl)Cl>[C:14]([CH:11]1[CH2:12][CH2:13][N:8]([CH:7]([C:17]2[CH:22]=[CH:21][CH:20]=[CH:19][CH:18]=2)[C:1]2[CH:2]=[CH:3][CH:4]=[CH:5][CH:6]=2)[CH2:9][CH2:10]1)#[N:16]. Reported procedure: Step 1): A solution of 1-diphenylmethylpiperidine-4-carboxamide (14.79 g, 50 mmol) in POCl3 (300 ml) was refluxed for 3.5 hours. The reaction mixture was concentrated under vacuum. The residue was dissolved into the mixture of sat. NaHCO3 aq. solution and AcOEt. After separation, the aqueous layer was extracted with AcOEt. The combined organic layer was washed with H2O and brine, dried over MgSO4 and then concentrated. The residue was recrystallized from iso-PrOH to give 4-cyano-1-diphenylmethyl...